This data is from the Open Reaction Database (ORD), a public repository of structured organic reaction records. The task is: describe an organic reaction: reactants, conditions, products, and yield Reactants: Oc1ccc(Cl)cc1, Clc1nc(Nc2cc[nH]n2)cc2ccccc12. Product: Clc1ccc(Oc2nc(Nc3cc[nH]n3)cc3ccccc23)cc1. RXN SMILES: [Cl:18][c:19]1[cH:20][cH:21][c:22]([OH:25])[cH:23][cH:24]1.[Cl:1][c:2]1[n:3][c:4]([NH:12][c:13]2[n:14][nH:15][cH:16][cH:17]2)[cH:5][c:6]2[cH:7][cH:8][cH:9][cH:10][c:11]12>>[c:2]1([O:25][c:22]2[cH:21][cH:20][c:19]([Cl:18])[cH:24][cH:23]2)[n:3][c:4]([NH:12][c:13]2[n:14][nH:15][cH:16][cH:17]2)[cH:5][c:6]2[cH:7][cH:8][cH:9][cH:10][c:11]12.